Dataset: the Open Reaction Database (ORD), a public repository of structured organic reaction records. Task: describe an organic reaction: reactants, conditions, products, and yield Reactants: OC(CC)C1=C(C(N2CC=3C(=NC4=CC=CC=C4C3)C2=C1)=O)C ((±)-7-(1-hydroxypropyl)-8-methylindolizino[1,2-b]quinolin-9(11H)-one), C1=CC=CC=2C3=CC=CC=C3C(C12)COC(=O)NCP(O)(O)=O ([[[(9-fluorenylmethoxy)carbonyl]amino]methyl]phosphonic acid). Run in O (H2O). Yields the product C1=CC=CC=2C3=CC=CC=C3C(C12)COC(=O)NCP(=O)(OC(CC)C1=C(C(N2CC=3C(=NC4=CC=CC=C4C3)C2=C1)=O)C)O ((±)-7-[1-[[[[[(9-Fluorenylmethoxy)carbonyl]amino]methyl]hydroxyphosphinyl]oxy]propyl]-8-methylindolizino[1,2-b]quinolin-9(11H)-one). Reaction SMILES: [OH:1][CH:2]([C:5]1[CH:21]=[C:20]2[N:8]([CH2:9][C:10]3[C:11]2=[N:12][C:13]2[C:18]([CH:19]=3)=[CH:17][CH:16]=[CH:15][CH:14]=2)[C:7](=[O:22])[C:6]=1[CH3:23])[CH2:3][CH3:4].[CH:24]1[C:36]2[CH:35]([CH2:37][O:38][C:39]([NH:41][CH2:42][P:43](=O)([OH:45])[OH:44])=[O:40])[C:34]3[C:29](=[CH:30][CH:31]=[CH:32][CH:33]=3)[C:28]=2[CH:27]=[CH:26][CH:25]=1>O>[CH:33]1[C:34]2[CH:35]([CH2:37][O:38][C:39]([NH:41][CH2:42][P:43]([OH:45])([O:1][CH:2]([C:5]3[CH:21]=[C:20]4[N:8]([CH2:9][C:10]5[C:11]4=[N:12][C:13]4[C:18]([CH:19]=5)=[CH:17][CH:16]=[CH:15][CH:14]=4)[C:7](=[O:22])[C:6]=3[CH3:23])[CH2:3][CH3:4])=[O:44])=[O:40])[C:36]3[C:28](=[CH:27][CH:26]=[CH:25][CH:24]=3)[C:29]=2[CH:30]=[CH:31][CH:32]=1. Procedure: The title compound was prepared according to the procedure in Example 21 except using (±)-7-(1-hydroxypropyl)-8-methylindolizino[1,2-b]quinolin-9(11H)-one and [[[(9-fluorenylmethoxy)carbonyl]amino]methyl]phosphonic acid. Anal. Calcd for C35H32N3O6P.9/8 H2O: C, 65.49; H, 5.38; N, 6.55. Found: C, 65.83; H, 5.28; N, 6.14.